Dataset: the Open Reaction Database (ORD), a public repository of structured organic reaction records. Task: describe an organic reaction: reactants, conditions, products, and yield Starting materials: 2C, C1(CC1)CCN1C(C(C2=CC=CC=C12)(C1=CC2=C(OCO2)C=C1O)O)=O (1-(2-cyclopropylethyl)-3-hydroxy-3-(6-hydroxy-1,3-benzodioxol-5-yl)-1,3-dihydro-2H-indol-2-one), C1(=CC=CC=C1)C(N1C(C(C2=CC(=CC=C12)C)(C1=CC2=C(OCO2)C=C1O)O)=O)C1=CC=CC=C1 (1-(diphenylmethyl)-3-hydroxy-3-(6-hydroxy-1,3-benzodioxol-5-yl)-5-methyl-1,3-dihydro-2H-indol-2-one). Yields the product C1(=CC=CC=C1)C(N1C(C(C2=CC(=CC=C12)C)C1=CC2=C(OCO2)C=C1O)=O)C1=CC=CC=C1 (1-(diphenylmethyl)-3-(6-hydroxy-1,3-benzodioxol-5-yl)-5-methyl-1,3-dihydro-2H-indol-2-one). Reaction SMILES: C1(CCN2C3C(=CC=CC=3)C(O)(C3C(O)=CC4OCOC=4C=3)C2=O)CC1.[C:27]1([CH:33]([C:56]2[CH:61]=[CH:60][CH:59]=[CH:58][CH:57]=2)[N:34]2[C:42]3[C:37](=[CH:38][C:39]([CH3:43])=[CH:40][CH:41]=3)[C:36](O)([C:44]3[C:52]([OH:53])=[CH:51][C:47]4[O:48][CH2:49][O:50][C:46]=4[CH:45]=3)[C:35]2=[O:55])[CH:32]=[CH:31][CH:30]=[CH:29][CH:28]=1>>[C:56]1([CH:33]([C:27]2[CH:28]=[CH:29][CH:30]=[CH:31][CH:32]=2)[N:34]2[C:42]3[C:37](=[CH:38][C:39]([CH3:43])=[CH:40][CH:41]=3)[CH:36]([C:44]3[C:52]([OH:53])=[CH:51][C:47]4[O:48][CH2:49][O:50][C:46]=4[CH:45]=3)[C:35]2=[O:55])[CH:57]=[CH:58][CH:59]=[CH:60][CH:61]=1. Reported procedure: Following the procedure as described in PREPARATION 2C, and making non-critical variations to replace 1-(2-cyclopropylethyl)-3-hydroxy-3-(6-hydroxy-1,3-benzodioxol-5-yl)-1,3-dihydro-2H-indol-2-one with 1-(diphenylmethyl)-3-hydroxy-3-(6-hydroxy-1,3-benzodioxol-5-yl)-5-methyl-1,3-dihydro-2H-indol-2-one, the title compound was obtained (84%) as a colorless solid: 1H NMR (300 MHz, CDCl3) δ 7.37-7.25 (m, 9H), 7.22-7.17 (m, 2H), 7.10 (s, 1H), 6.91 (s, 1H), 6.86 (d, 1H), 6.63 (s, 1H), 6.40 (s, 1H), 6.3...